Dataset: the Open Reaction Database (ORD), a public repository of structured organic reaction records. Task: describe an organic reaction: reactants, conditions, products, and yield Starting materials: COC(=O)COc1cccc2c1c(C(=O)C(N)=O)c(C1CC1)n2Cc1ccccc1, CO, [Na+], [OH-]. The product is NC(=O)C(=O)c1c(C2CC2)n(Cc2ccccc2)c2cccc(OCC(=O)O)c12. RXN SMILES: [CH3:1][O:2][C:3]([CH2:4][O:5][c:6]1[c:7]2[c:8]([C:25]([C:26](=[O:27])[NH2:28])=[O:29])[c:9]([CH:22]3[CH2:23][CH2:24]3)[n:10]([CH2:15][c:16]3[cH:17][cH:18][cH:19][cH:20][cH:21]3)[c:11]2[cH:12][cH:13][cH:14]1)=[O:30].[CH3:33][OH:34].[Na+:32].[OH-:31]>>[O:2]=[C:3]([CH2:4][O:5][c:6]1[c:7]2[c:8]([C:25]([C:26](=[O:27])[NH2:28])=[O:29])[c:9]([CH:22]3[CH2:23][CH2:24]3)[n:10]([CH2:15][c:16]3[cH:17][cH:18][cH:19][cH:20][cH:21]3)[c:11]2[cH:12][cH:13][cH:14]1)[OH:30]. Reported procedure: A solution of 3,4-dimethylbenzenethiol (9.24 g) in DMF (30 ml) reacted with a solution of methyl N-[1-(4-bromomethylphenyl)-1-methylethyl]carbamate (19.15 g) in DMF (100 ml) by Method 6a) to give methyl N-{1-methyl-1-[4-(3,4-xylylthiomethyl)phenyl]ethyl}carbamate as a sticky solid. RXN SMILES: [CH3:1][C:2]1[CH:3]=[C:4]([SH:9])[CH:5]=[CH:6][C:7]=1[CH3:8].Br[CH2:11][C:12]1[CH:17]=[CH:16][C:15]([C:18]([NH:21][C:22](=[O:25])[O:23][CH3:24])([CH3:20])[CH3:19])=[CH:14][CH:13]=1>CN(C=O)C>[CH3:20][C:18]([NH:21][C:22](=[O:25])[O:23][CH3:24])([C:15]1[CH:16]=[CH:17][C:12]([CH2:11][S:9][C:4]2[CH:5]=[CH:6][C:7]([CH3:8])=[C:2]([CH3:1])[CH:3]=2)=[CH:13][CH:14]=1)[CH3:19]. Reactants: CC=1C=C(C=CC1C)S (3,4-dimethylbenzenethiol), BrCC1=CC=C(C=C1)C(C)(C)NC(OC)=O (methyl N-[1-(4-bromomethylphenyl)-1-methylethyl]carbamate). The solvent is CN(C)C=O (DMF), CN(C)C=O (DMF). The product is CC(C)(C1=CC=C(C=C1)CSC1=CC(=C(C=C1)C)C)NC(OC)=O (methyl N-{1-methyl-1-[4-(3,4-xylylthiomethyl)phenyl]ethyl}carbamate).